describe an organic reaction: reactants, conditions, products, and yield From a dataset of the Open Reaction Database (ORD), a public repository of structured organic reaction records. The reactants are C(=O)(OC(C)(C)C)N(C1CCC(CC1)N(C(=O)C1=C(C2=C(S1)C=CC=C2)Cl)CC=2C=C(C=CC2OC)B(O)O)C (3-{[[4-(BOC-methyl-amino)-cyclohexyl]-(3-chlorobenzo[b]thiophene-2-carbonyl)-amino]-methyl}-4-methoxy-benzene boronic acid), BrC=1C=NC(=NC1)NC (5-bromo-2-(methylamino)pyrimidine). Product: Cl.Cl.COC1=C(CN(C(=O)C2=C(C3=C(S2)C=CC=C3)Cl)C3CCC(CC3)NC)C=C(C=C1)C=1C=NC(=NC1)NC (3-Chloro-benzo[b]thiophene-2-carboxylic acid [2-methoxy-5-(2-methylamino-pyrimidin-5-yl)-benzyl]-(4-methylamino-cyclohexyl)-amide dihydrochloride). RXN SMILES: C([N:8]([CH3:40])[CH:9]1[CH2:14][CH2:13][CH:12]([N:15]([CH2:28][C:29]2[CH:30]=[C:31](B(O)O)[CH:32]=[CH:33][C:34]=2[O:35][CH3:36])[C:16]([C:18]2[S:22][C:21]3[CH:23]=[CH:24][CH:25]=[CH:26][C:20]=3[C:19]=2[Cl:27])=[O:17])[CH2:11][CH2:10]1)(OC(C)(C)C)=O.Br[C:42]1[CH:43]=[N:44][C:45]([NH:48][CH3:49])=[N:46][CH:47]=1>>[ClH:27].[ClH:27].[CH3:36][O:35][C:34]1[CH:33]=[CH:32][C:31]([C:42]2[CH:43]=[N:44][C:45]([NH:48][CH3:49])=[N:46][CH:47]=2)=[CH:30][C:29]=1[CH2:28][N:15]([CH:12]1[CH2:13][CH2:14][CH:9]([NH:8][CH3:40])[CH2:10][CH2:11]1)[C:16]([C:18]1[S:22][C:21]2[CH:23]=[CH:24][CH:25]=[CH:26][C:20]=2[C:19]=1[Cl:27])=[O:17] |f:2.3.4|. Procedure: The title compound is prepared from boronic acid 5 (25 mg, 43 μmol) and 5-bromo-2-(methylamino)pyrimidine (6.7 mg, 36 μmol) in accordance with Method L2. The reactants are N.CO (ammonia methanol), FC(C=1C=C(C=C(C1)C(F)(F)F)C1(CC(=NO1)C1=CC=C(C=O)C=C1)C(F)(F)F)(F)F (4-[5-[3,5-bis(trifluoromethyl)phenyl]-5-trifluoromethyl-4,5-dihydroisoxazole-3-yl]benzaldehyde), C[Si](C)(C)C#N (trimethylsilylcyanide), resultant mixture. The reagents and catalysts are [I-].[Zn+2].[I-] (zinc iodide). Reaction conditions: temperature 0 celsius. Yields the product NC(C#N)C1=CC=C(C=C1)C1=NOC(C1)(C(F)(F)F)C1=CC(=CC(=C1)C(F)(F)F)C(F)(F)F (2-amino-2-[4-[5-[3,5-bis(trifluoromethyl)phenyl]-5-trifluoromethyl-4,5-dihydroisoxazole-3-yl]phenyl]acetonitrile). RXN SMILES: [F:1][C:2]([F:31])([F:30])[C:3]1[CH:4]=[C:5]([C:13]2([C:26]([F:29])([F:28])[F:27])[O:17][N:16]=[C:15]([C:18]3[CH:25]=[CH:24][C:21]([CH:22]=O)=[CH:20][CH:19]=3)[CH2:14]2)[CH:6]=[C:7]([C:9]([F:12])([F:11])[F:10])[CH:8]=1.C[Si]([C:36]#[N:37])(C)C.[NH3:38].CO>[I-].[Zn+2].[I-]>[NH2:38][CH:22]([C:21]1[CH:24]=[CH:25][C:18]([C:15]2[CH2:14][C:13]([C:5]3[CH:6]=[C:7]([C:9]([F:11])([F:10])[F:12])[CH:8]=[C:3]([C:2]([F:30])([F:1])[F:31])[CH:4]=3)([C:26]([F:28])([F:27])[F:29])[O:17][N:16]=2)=[CH:19][CH:20]=1)[C:36]#[N:37] |f:2.3,4.5.6|. Procedure details: To a mixture of 0.83 g of 4-[5-[3,5-bis(trifluoromethyl)phenyl]-5-trifluoromethyl-4,5-dihydroisoxazole-3-yl]benzaldehyde and 0.36 g of trimethylsilylcyanide, 0.01 g of zinc iodide was added while stirring the mixture at 0° C. The resultant mixture was stirred at 60° C. for 10 minutes, and then left to be cooled down to room temperature. 2 mL of a 2M ammonia-methanol solution was added to the resultant reaction mixture, followed by continuing the stirring of the resultant reaction mixture at 50° ... Reactants: [BH4-], CO, O=Cc1cnc(-c2ccc(Cl)cc2)[se]1, [Na+]. Product: OCc1cnc(-c2ccc(Cl)cc2)[se]1. RXN SMILES: [BH4-:15].[CH3:17][OH:18].[Cl:1][c:2]1[cH:3][cH:4][c:5](-[c:8]2[se:9][c:10]([CH:13]=[O:14])[cH:11][n:12]2)[cH:6][cH:7]1.[Na+:16]>>[Cl:1][c:2]1[cH:3][cH:4][c:5](-[c:8]2[se:9][c:10]([CH2:13][OH:14])[cH:11][n:12]2)[cH:6][cH:7]1. The yield is 83.4%. Reaction conditions: time 8 hour. Yields the product C1(=CC=CC=C1)CCCNC1CCC(CC1)OC1=CC=C(C(=O)N)C=C1 (4-[4-(3-Phenyl-propylamino)-cyclohexyloxy]-benzamide). Solvent: C(Cl)Cl (CH2Cl2). Starting materials: O=C1CCC(CC1)OC1=CC=C(C(=O)N)C=C1 (4-(4-oxo-cyclohexyloxy)-benzamide), C(C)(=O)O (acetic acid), C1(=CC=CC=C1)CCCN (3-phenyl-propylamine), C(C)(=O)O[BH-](OC(C)=O)OC(C)=O (triacetoxyborohydride). Reaction SMILES: O=[C:2]1[CH2:7][CH2:6][CH:5]([O:8][C:9]2[CH:17]=[CH:16][C:12]([C:13]([NH2:15])=[O:14])=[CH:11][CH:10]=2)[CH2:4][CH2:3]1.[C:18]1([CH2:24][CH2:25][CH2:26][NH2:27])[CH:23]=[CH:22][CH:21]=[CH:20][CH:19]=1.C(O[BH-](OC(=O)C)OC(=O)C)(=O)C.C(O)(=O)C>C(Cl)Cl>[C:18]1([CH2:24][CH2:25][CH2:26][NH:27][CH:2]2[CH2:7][CH2:6][CH:5]([O:8][C:9]3[CH:17]=[CH:16][C:12]([C:13]([NH2:15])=[O:14])=[CH:11][CH:10]=3)[CH2:4][CH2:3]2)[CH:23]=[CH:22][CH:21]=[CH:20][CH:19]=1. Procedure details: Combine 4-(4-oxo-cyclohexyloxy)-benzamide (20 mg, 0.085 mmol), 3-phenyl-propylamine (11 mg, 0.085 mmol), triacetoxyborohydride (23 mg, 0.111 mmol) and acetic acid (5 μL, 0.085 mmol) in CH2Cl2 (1 mL). Let stir overnight. Purify by SCX column (ammonia in methanol 2.0M). Triturate the residue with EtOAc/hexanes 1/1 to provide a white powder (25 mg, 86%). The reactants are CCOC(=O)C=C1CCCCC1c1cccc(OC)c1, CC[O-], CS(C)=O, [Na+]. Product: CCOC(=O)CC1=C(c2cccc(OC)c2)CCCC1. Reaction SMILES: [CH2:1]([CH3:2])[O:3][C:4]([CH:5]=[C:6]1[CH:7]([c:12]2[cH:13][c:14]([O:18][CH3:19])[cH:15][cH:16][cH:17]2)[CH2:8][CH2:9][CH2:10][CH2:11]1)=[O:20].[CH3:22][CH2:23][O-:24].[CH3:25][S:26]([CH3:27])=[O:28].[Na+:21]>>[CH2:1]([CH3:2])[O:3][C:4]([CH2:5][C:6]1=[C:7]([c:12]2[cH:13][c:14]([O:18][CH3:19])[cH:15][cH:16][cH:17]2)[CH2:8][CH2:9][CH2:10][CH2:11]1)=[O:20]. Reactants: C(C)(=O)OC=1C(=C2C(CC3(CCC3)OC2=C(C1C)C)=O)C (5,7,8-trimethyl-4-oxo-3,4-dihydrospiro[chromene-2,1′-cyclobutan]-6-yl acetate), Cl.CNO (N-methylhydroxylamine hydrochloride), C(C)(=O)[O-].[Na+] (sodium acetate). Solvent: CO (methanol), C(C)(=O)OCC (ethyl acetate). Yields the product C(C)(=O)OC=1C(=C2C(CC3(CCC3)OC2=C(C1C)C)=NOC)C (4-(methoxyimino)-5,7,8-trimethyl-3,4-dihydrospiro[chromene-2,1′-cyclobutan]-6-yl acetate). Isolated yield 82.6%. As a reaction SMILES: [C:1]([O:4][C:5]1[C:6]([CH3:21])=[C:7]2[C:15](=[C:16]([CH3:19])[C:17]=1[CH3:18])[O:14][C:10]1([CH2:13][CH2:12][CH2:11]1)[CH2:9][C:8]2=O)(=[O:3])[CH3:2].Cl.C[NH:24][OH:25].[C:26]([O-])(=O)C.[Na+]>CO.C(OCC)(=O)C>[C:1]([O:4][C:5]1[C:6]([CH3:21])=[C:7]2[C:15](=[C:16]([CH3:19])[C:17]=1[CH3:18])[O:14][C:10]1([CH2:11][CH2:12][CH2:13]1)[CH2:9][C:8]2=[N:24][O:25][CH3:26])(=[O:3])[CH3:2] |f:1.2,3.4|. Reported procedure: A mixture of 5,7,8-trimethyl-4-oxo-3,4-dihydrospiro[chromene-2,1′-cyclobutan]-6-yl acetate (110 mg), N-methylhydroxylamine hydrochloride (64 mg), and sodium acetate (63 mg) in methanol (5 mL) was refluxed for 5 h. The mixture was diluted with ethyl acetate, washed with water and brine, dried and evaporated to give 100 mg of 4-(methoxyimino)-5,7,8-trimethyl-3,4-dihydrospiro[chromene-2,1′-cyclobutan]-6-yl acetate, which was used in the next step without further purification. The reactants are C(C)(C)(C)C=1C=C(C=C(C1O)C(C)(C)C)SC(C(=O)OCC)CCCC (ethyl 2-((3,5-di-tert-butyl-4-hydroxyphenyl)thio)hexanoate), [OH-].[K+] (potassium hydroxide), Cl (HCl). Solvent: C(C)O (ethanol). Yields the product C(C)(C)(C)C=1C=C(C=C(C1O)C(C)(C)C)SC(C(=O)O)CCCC (2-((3,5-di-tert-butyl-4-hydroxyphenyl)thio)hexanoic acid). RXN SMILES: [C:1]([C:5]1[CH:6]=[C:7]([S:16][CH:17]([CH2:23][CH2:24][CH2:25][CH3:26])[C:18]([O:20]CC)=[O:19])[CH:8]=[C:9]([C:12]([CH3:15])([CH3:14])[CH3:13])[C:10]=1[OH:11])([CH3:4])([CH3:3])[CH3:2].[OH-].[K+].Cl>C(O)C>[C:12]([C:9]1[CH:8]=[C:7]([S:16][CH:17]([CH2:23][CH2:24][CH2:25][CH3:26])[C:18]([OH:20])=[O:19])[CH:6]=[C:5]([C:1]([CH3:2])([CH3:3])[CH3:4])[C:10]=1[OH:11])([CH3:13])([CH3:14])[CH3:15] |f:1.2|. Procedure details: The ethyl 2-((3,5-di-tert-butyl-4-hydroxyphenyl)thio)hexanoate product (75 grams; 0.195 mole) obtained in Example 2 was dispersed in 300 ml. of 95% ethanol and 500 ml. of 5N potassium hydroxide added thereto. The resulting reaction mixture was heated on a steam bath at the boiling point under gentle reflux for about 90 minutes with occasional stirring. Following the heating period, the reaction mixture was poured into 2000 ml. of 5% HCl with vigorous stirring. The white precipitate formed upon a...